This data is from the Open Reaction Database (ORD), a public repository of structured organic reaction records. The task is: describe an organic reaction: reactants, conditions, products, and yield Reactants: [BH4-], COC(=O)CS(=O)(=O)NC1CCc2c(-c3nnc(-c4ccc(OC(C)C)c(C#N)c4)s3)cccc21, C1CCOC1, CO, [Na+]. Product: CC(C)Oc1ccc(-c2nnc(-c3cccc4c3CCC4NS(=O)(=O)CCO)s2)cc1C#N. Reaction SMILES: [BH4-:36].[C:1](#[N:2])[c:3]1[cH:4][c:5](-[c:13]2[n:14][n:15][c:16](-[c:18]3[c:19]4[c:23]([cH:24][cH:25][cH:26]3)[CH:22]([NH:27][S:28](=[O:29])(=[O:30])[CH2:31][C:32](=[O:33])[O:34][CH3:35])[CH2:21][CH2:20]4)[s:17]2)[cH:6][cH:7][c:8]1[O:9][CH:10]([CH3:11])[CH3:12].[CH2:40]1[O:41][CH2:42][CH2:43][CH2:44]1.[CH3:38][OH:39].[Na+:37]>>[C:1](#[N:2])[c:3]1[cH:4][c:5](-[c:13]2[n:14][n:15][c:16](-[c:18]3[c:19]4[c:23]([cH:24][cH:25][cH:26]3)[CH:22]([NH:27][S:28](=[O:29])(=[O:30])[CH2:31][CH2:32][OH:33])[CH2:21][CH2:20]4)[s:17]2)[cH:6][cH:7][c:8]1[O:9][CH:10]([CH3:11])[CH3:12]. Starting materials: NC1=C2CCNC(C2=CC=C1)=O (5-amino-3,4-dihydro-1(2H)-isoquinolinone), C(C)(=O)OC(C)=O (acetic anhydride), ice water. The product is O=C1NCCC2=C(C=CC=C12)NC(C)=O (N-(1,2,3,4-Tetrahydro-1-oxo-5-isoquinolinyl)acetamide). Isolated yield 56.0%. RXN SMILES: [NH2:1][C:2]1[CH:11]=[CH:10][CH:9]=[C:8]2[C:3]=1[CH2:4][CH2:5][NH:6][C:7]2=[O:12].[C:13](OC(=O)C)(=[O:15])[CH3:14]>>[O:12]=[C:7]1[C:8]2[C:3](=[C:2]([NH:1][C:13](=[O:15])[CH3:14])[CH:11]=[CH:10][CH:9]=2)[CH2:4][CH2:5][NH:6]1. Procedure: To 1.0 g (6.17 mmol) of 5-amino-3,4-dihydro-1(2H)-isoquinolinone was added 3 ml of acetic anhydride and the solution was warmed on a steam bath for one hour. It was poured into ice water and heated on a steam bath until all material dissolved. The solution was allowed to cool, the solid was collected, washed with water, and dried to give 0.7 g (56%) of product; mp 244°-246°. The reactants are O.NN (Hydrazine hydrate), CC1(C(C1(C)C)C(C(=O)[O-])C=O)C (2,2,3,3-tetramethylcyclopropyl-3-oxopropionate), C(C)O (ethanol). Product: CC1(C(C1(C)C)C1=NNC(C1)=O)C (3-(2,2,3,3-Tetramethylcyclopropyl)-2-pyrazolin-5-one). RXN SMILES: O.[NH2:2][NH2:3].[CH3:4][C:5]1([CH3:16])[C:7]([CH3:9])([CH3:8])[CH:6]1[CH:10]([CH:14]=O)C([O-])=O.[CH2:17]([OH:19])C>>[CH3:16][C:5]1([CH3:4])[C:7]([CH3:8])([CH3:9])[CH:6]1[C:10]1[CH2:14][C:17](=[O:19])[NH:3][N:2]=1 |f:0.1|. Procedure: Hydrazine hydrate (1.1 g, 0.024 mol) was added to a solution of ethyl 3-(2,2,3,3-tetramethylcyclopropyl-3-oxopropionate (4.41 g, 0.020 mol) in anhydrous ethanol (60 ml). The reaction mixture refluxed for 3 h. After cooling, the solvent was evaporated, and the residue was triturated with hexane to give a white solid. The reactants are CCOc1ccc(N)cc1, COc1cc(C=O)cc(OC)c1OC, COc1cc(C=Nc2ccc(C)cc2)cc(OC)c1OC. Yields the product CCOc1ccc(N=Cc2cc(OC)c(OC)c(OC)c2)cc1. As a reaction SMILES: [CH2:15]([CH3:16])[O:17][c:18]1[cH:19][cH:20][c:21]([NH2:22])[cH:23][cH:24]1.[CH3:1][O:2][c:3]1[cH:4][c:5]([CH:6]=[O:7])[cH:8][c:9]([O:13][CH3:14])[c:10]1[O:11][CH3:12].[CH3:25][c:26]1[cH:27][cH:28][c:29]([N:30]=[CH:31][c:32]2[cH:33][c:34]([O:35][CH3:36])[c:37]([O:38][CH3:39])[c:40]([O:41][CH3:42])[cH:43]2)[cH:44][cH:45]1>>[CH3:1][O:2][c:3]1[cH:4][c:5]([CH:6]=[N:22][c:21]2[cH:20][cH:19][c:18]([O:17][CH2:15][CH3:16])[cH:24][cH:23]2)[cH:8][c:9]([O:13][CH3:14])[c:10]1[O:11][CH3:12]. The reactants are CCOC(=O)C=Cc1sc(NC(C)=O)nc1CCc1ccc(NC(=O)OC(C)(C)C)cc1, CCOC(=O)C=Cc1sc(NC(C)=O)nc1CCc1ccc(NC(=O)OC(C)(C)C)cc1, C1CCOC1, [H][H]. The product is CCOC(=O)CCc1sc(NC(C)=O)nc1CCc1ccc(NC(=O)OC(C)(C)C)cc1. Reaction SMILES: [C:1]([CH3:2])(=[O:3])[NH:4][c:5]1[s:6][c:7]([CH:26]=[CH:27][C:28](=[O:29])[O:30][CH2:31][CH3:32])[c:8]([CH2:10][CH2:11][c:12]2[cH:13][cH:14][c:15]([NH:18][C:19](=[O:20])[O:21][C:22]([CH3:23])([CH3:24])[CH3:25])[cH:16][cH:17]2)[n:9]1.[C:33]([NH:34][c:35]1[s:36][c:37]([CH:38]=[CH:39][C:40]([O:41][CH2:42][CH3:43])=[O:44])[c:45]([CH2:46][CH2:47][c:48]2[cH:49][cH:50][c:51]([NH:52][C:53]([O:54][C:55]([CH3:56])([CH3:57])[CH3:58])=[O:59])[cH:60][cH:61]2)[n:62]1)(=[O:63])[CH3:64].[CH2:67]1[O:68][CH2:69][CH2:70][CH2:71]1.[H:65][H:66]>>[C:1]([CH3:2])(=[O:3])[NH:4][c:5]1[s:6][c:7]([CH2:26][CH2:27][C:28](=[O:29])[O:30][CH2:31][CH3:32])[c:8]([CH2:10][CH2:11][c:12]2[cH:13][cH:14][c:15]([NH:18][C:19](=[O:20])[O:21][C:22]([CH3:23])([CH3:24])[CH3:25])[cH:16][cH:17]2)[n:9]1. The reactants are C1=CC=C(C=C1)[C@H]([C@H](C2=CC=CC=C2)O)O (meso-1,2-diphenyl-1,2-ethanediol), FC(C(C1=CC=CC=C1)F)C1=CC=CC=C1 (1,2-difluoro-1,2-diphenylethane), CC1=C(C(=CC(=C1)C(C)(C)C)C)S(F)(F)F (2,6-dimethyl-4-tert-butylphenylsulfur trifluoride), 19F. Solvent: C(Cl)Cl (CH2Cl2), C(Cl)Cl (CH2Cl2). Reaction conditions: time 3 hour. The product is FC(C(C1=CC=CC=C1)C1=CC=CC=C1)F (1,1-difluoro-2,2-diphenylethane). The yield is 0.0%. RXN SMILES: CC1C=C(C(C)(C)C)C=C(C)C=1S(F)(F)[F:14].[CH:17]1[CH:22]=[CH:21][C:20]([C@@H:23](O)[C@@H:24](O)[C:25]2[CH:30]=[CH:29][CH:28]=[CH:27][CH:26]=2)=C[CH:18]=1.FC(C1C=CC=CC=1)[CH:35]([F:42])C1C=CC=CC=1>C(Cl)Cl>[F:14][CH:35]([F:42])[CH:24]([C:23]1[CH:18]=[CH:17][CH:22]=[CH:21][CH:20]=1)[C:25]1[CH:26]=[CH:27][CH:28]=[CH:29][CH:30]=1. Reported procedure: In a 15 mL fluoropolymer flask, 2,6-dimethyl-4-tert-butylphenylsulfur trifluoride (0.625 g, 2.5 mmol) was dissolved in 5 mL of anhydrous CH2Cl2. A solution of meso-1,2-diphenyl-1,2-ethanediol (0.214 g, 1.0 mmol) in 5 mL of anhydrous CH2Cl2 was added to the above stirred solution at room temperature. After 3 hours, C12H26F was added as standard, the 19F NMR analysis showed that 1,2-difluoro-1,2-diphenylethane (PhCHFCHFPh) was produced in 97% yield and a trace (˜0.03%) of 1,1-difluoro-2,2-diphenyl...